Dataset: the Open Reaction Database (ORD), a public repository of structured organic reaction records. Task: describe an organic reaction: reactants, conditions, products, and yield Conditions: time 115 hour. As a reaction SMILES: Cl.[CH3:2][C:3]1[NH:4][C:5]2[CH:11]=[C:10]([C:12]([O:14][CH3:15])=[O:13])[CH:9]=[CH:8][C:6]=2[N:7]=1>S([O-])([O-])(=O)=O.[Ba+2].[Pd+2].S([O-])([O-])(=O)=O.C(O)(=O)C>[CH3:2][C:3]1[NH:4][C:5]2[CH2:11][CH:10]([C:12]([O:14][CH3:15])=[O:13])[CH2:9][CH2:8][C:6]=2[N:7]=1 |f:0.1,2.3.4.5|. The product is CC=1NC2=C(N1)CCC(C2)C(=O)OC (methyl 2-methyl-4,5,6,7-tetrahydrobenzimidazole-5-carboxylate). Isolated yield 12.0%. Procedure details: In an autoclave 6.8 g (30 mmols) of methyl 2-methylbenzimidazole-5-carboxylate hydrochloride, 6.0 g of 5% palladium-barium sulfate and 140 ml of acetic acid were charged and hydrogenation was carried out at 80° C. for 115 hours under 60 atms with stirring. After cooling, 5% palladium-barium sulfate was filtered off and the filtrate was distilled off under reduced pressure. After 200 ml of water was added to the residue, 1 N sodium hydroxide solution was added to the mixture at 0° to 5° C. to adj... The reagents and catalysts are S(=O)(=O)([O-])[O-].[Ba+2].[Pd+2].S(=O)(=O)([O-])[O-] (palladium-barium sulfate). Reactants: Cl.CC=1NC2=C(N1)C=CC(=C2)C(=O)OC (methyl 2-methylbenzimidazole-5-carboxylate hydrochloride). Run in C(C)(=O)O (acetic acid). The reactants are Cc1ccc2c(c1)C(=CCCBr)c1ccccc1CC2, O=C([O-])[O-], CCOC(=O)C1CCNCC1, CCC(C)=O, CCOC(C)=O, [I-], [K+], [K+], [K+]. Product: CCOC(=O)C1CCN(CCC=C2c3ccccc3CCc3ccc(C)cc32)CC1. RXN SMILES: [Br:1][CH2:2][CH2:3][CH:4]=[C:5]1[c:6]2[c:7]([cH:17][cH:18][cH:19][cH:20]2)[CH2:8][CH2:9][c:10]2[c:11]1[cH:12][c:13]([CH3:16])[cH:14][cH:15]2.[C:23](=[O:24])([O-:25])[O-:26].[CH2:29]([CH3:30])[O:31][C:32](=[O:33])[CH:34]1[CH2:35][CH2:36][NH:37][CH2:38][CH2:39]1.[CH2:40]([C:41]([CH3:42])=[O:43])[CH3:44].[CH3:45][CH2:46][O:47][C:48](=[O:49])[CH3:50].[I-:22].[K+:21].[K+:27].[K+:28]>>[CH2:2]([CH2:3][CH:4]=[C:5]1[c:6]2[c:7]([cH:17][cH:18][cH:19][cH:20]2)[CH2:8][CH2:9][c:10]2[c:11]1[cH:12][c:13]([CH3:16])[cH:14][cH:15]2)[N:37]1[CH2:36][CH2:35][CH:34]([C:32]([O:31][CH2:29][CH3:30])=[O:33])[CH2:39][CH2:38]1. RXN SMILES: [ClH:1].C([N:9]1[CH2:14][CH2:13][CH:12]([CH2:15][C:16]2[CH:21]=[CH:20][CH:19]=[CH:18][CH:17]=2)[C:11](=[O:22])[CH2:10]1)C1C=CC=CC=1>[Pd].O>[ClH:1].[CH2:15]([CH:12]1[CH2:13][CH2:14][NH:9][CH2:10][C:11]1=[O:22])[C:16]1[CH:17]=[CH:18][CH:19]=[CH:20][CH:21]=1 |f:0.1,4.5|. Isolated yield 84.1%. Yields the product Cl.C(C1=CC=CC=C1)C1C(CNCC1)=O (rac-4-benzyl-pyperidine-3-one hydrochloride). The reagents and catalysts are [Pd] (palladium on charcoal). Starting materials: Cl.C(C1=CC=CC=C1)N1CC(C(CC1)CC1=CC=CC=C1)=O (rac-1,4-dibenzyl-3-oxo-piperidine hydrochloride), gas. Reported procedure: A suspension consisting of 50.0 g of rac-1,4-dibenzyl-3-oxo-piperidine hydrochloride (0.158 mol), 0.50 l of water and 10.0 g of 5% palladium on charcoal (Pd/C) was stirred under a hydrogen atmosphere until 3.5 l of gas had been consumed (1 h). Then the Pd/C was filtered off and rinsed with water, the filtrate was evaporated and the residue taken up in isopropanol. The crystallization started spontaneously and was completed at 5° C. over night. The precipitate was filtered off, the filter cake wa... The solvent is O (water). Reactants: ClC(=C[C@H]1C([C@@H]1C(=O)Cl)(C)C)Cl ((1R)-trans-3-(2,2-dichlorovinyl)-2,2-dimethylcyclopropanecarboxylic acid chloride), CC=1C(CC(C1CC)=C)O ((RS)-2-methyl-4-methylidene-3-ethylcyclopent-2-en-1-ol), N1=CC=CC=C1 (pyridine), C(CC(O)(C(=O)O)CC(=O)O)(=O)O (citric acid). Reagents/catalysts: C(C)(C)(C)C1=C(C(=CC(=C1)C)C(C)(C)C)O (2,6-di-t-butyl-4-methylphenol). The solvent is C1(=CC=CC=C1)C (toluene). Reaction conditions: time 8 hour. Yields the product ClC(=C[C@H]1C([C@@H]1C(=O)OC1C(=C(C(C1)=C)CC)C)(C)C)Cl ((RS)-2-methyl-4-methylidene-3-ethyl-2-cyclopenten-1-yl (1R)-trans-3-(2,2-dichloro-vinyl)-2,2-dimethylcyclopropanecarboxylate). Isolated yield 86.3%. As a reaction SMILES: [Cl:1][C:2]([Cl:12])=[CH:3][C@@H:4]1[C@@H:6]([C:7](Cl)=[O:8])[C:5]1([CH3:11])[CH3:10].[CH3:13][C:14]1[CH:15]([OH:22])[CH2:16][C:17](=[CH2:21])[C:18]=1[CH2:19][CH3:20].N1C=CC=CC=1.C(O)(=O)CC(CC(O)=O)(C(O)=O)O>C1(C)C=CC=CC=1.C(C1C=C(C)C=C(C(C)(C)C)C=1O)(C)(C)C>[Cl:1][C:2]([Cl:12])=[CH:3][C@@H:4]1[C@@H:6]([C:7]([O:22][CH:15]2[CH2:16][C:17](=[CH2:21])[C:18]([CH2:19][CH3:20])=[C:14]2[CH3:13])=[O:8])[C:5]1([CH3:11])[CH3:10]. Procedure details: 625 mg of (1R)-trans-3-(2,2-dichlorovinyl)-2,2-dimethylcyclopropanecarboxylic acid chloride was added under ice-water cooling to a mixed solution of 400 mg of (RS)-2-methyl-4-methylidene-3-ethylcyclopent-2-en-1-ol, 5 mg of 2,6-di-t-butyl-4-methylphenol and 274 mg of pyridine in 6 ml of toluene. The reaction was continued at an ambient temperature for eight hours. The reaction solution was added to a 5% citric acid solution under ice-water cooling, and extracted three times with diethyl ether. Th... The reactants are [N+](=O)([O-])[O-].[NH4+] (Ammonium Nitrate), [N+](=O)([O-])[O-] (nitrate), NC(=O)N (urea). The solvent is [NH4+] (ammonium). Product: [N+](=O)([O-])[O-].[NH4+].NC(=O)N (Ammonium Nitrate Urea). Reaction SMILES: [N+:1]([O-:4])([O-:3])=[O:2].[NH4+].[N+:6]([O-])([O-])=O.[NH2:10][C:11]([NH2:13])=[O:12]>[NH4+]>[N+:1]([O-:4])([O-:3])=[O:2].[NH4+:6].[NH2:10][C:11]([NH2:13])=[O:12] |f:0.1,5.6.7|. Reported procedure: Ammonium Nitrate was dissolved in the solution. This salt adds Nitrogen in the ammonium form and nitrate form. Since urea is also added, the amounts of each can be varied to produce the desired ratio of Ammonium Nitrate-Urea to supplement the N already in solution from natural sources. Solution temperature drops (negative heat of solution). Urea is added after the solution is neutralized (approx. pH 6.5) and the solution is hot. Reactants: [Al+3], O=S(=O)(Cl)c1ccc2cc(Br)ccc2c1, ClCCl, COc1ccccc1, [Cl-], [Cl-], [Cl-], Cl, O. Yields the product COc1ccc(S(=O)(=O)c2ccc3cc(Br)ccc3c2)cc1. RXN SMILES: [Al+3:2].[Br:5][c:6]1[cH:7][c:8]2[cH:9][cH:10][c:11]([S:16](=[O:17])(=[O:18])[Cl:19])[cH:12][c:13]2[cH:14][cH:15]1.[CH2:29]([Cl:30])[Cl:31].[CH3:20][O:21][c:22]1[cH:23][cH:24][cH:25][cH:26][cH:27]1.[Cl-:1].[Cl-:3].[Cl-:4].[ClH:28].[OH2:32]>>[Br:5][c:6]1[cH:7][c:8]2[cH:9][cH:10][c:11]([S:16](=[O:17])(=[O:18])[c:25]3[cH:24][cH:23][c:22]([O:21][CH3:20])[cH:27][cH:26]3)[cH:12][c:13]2[cH:14][cH:15]1.